From a dataset of the Open Reaction Database (ORD), a public repository of structured organic reaction records. describe an organic reaction: reactants, conditions, products, and yield Reactants: CC(CC(=O)O)Oc1ccc(Oc2ccccc2)c(NS(C)(=O)=O)c1, CCOC(C)=O, O. The product is CC1CC(=O)c2cc(Oc3ccccc3)c(NS(C)(=O)=O)cc2O1. As a reaction SMILES: [CH3:1][S:2](=[O:3])(=[O:4])[NH:5][c:6]1[cH:7][c:8]([O:9][CH:10]([CH2:11][C:12](=[O:13])[OH:14])[CH3:15])[cH:16][cH:17][c:18]1[O:19][c:20]1[cH:21][cH:22][cH:23][cH:24][cH:25]1.[CH3:27][CH2:28][O:29][C:30](=[O:31])[CH3:32].[OH2:26]>>[CH3:1][S:2](=[O:3])(=[O:4])[NH:5][c:6]1[cH:7][c:8]2[c:16]([cH:17][c:18]1[O:19][c:20]1[cH:21][cH:22][cH:23][cH:24][cH:25]1)[C:12](=[O:14])[CH2:11][CH:10]([CH3:15])[O:9]2.